From a dataset of the Open Reaction Database (ORD), a public repository of structured organic reaction records. describe an organic reaction: reactants, conditions, products, and yield The reactants are CCCCCc1ccc(C=CC(=O)Nc2ccccc2C(=O)OC)cc1, CO, [Na+], [OH-]. Product: CCCCCc1ccc(C=CC(=O)Nc2ccccc2C(=O)O)cc1. Reaction SMILES: [CH3:1][O:2][C:3](=[O:4])[c:5]1[c:6]([NH:11][C:12]([CH:13]=[CH:14][c:15]2[cH:16][cH:17][c:18]([CH2:21][CH2:22][CH2:23][CH2:24][CH3:25])[cH:19][cH:20]2)=[O:26])[cH:7][cH:8][cH:9][cH:10]1.[CH3:29][OH:30].[Na+:28].[OH-:27]>>[O:2]=[C:3]([OH:4])[c:5]1[c:6]([NH:11][C:12]([CH:13]=[CH:14][c:15]2[cH:16][cH:17][c:18]([CH2:21][CH2:22][CH2:23][CH2:24][CH3:25])[cH:19][cH:20]2)=[O:26])[cH:7][cH:8][cH:9][cH:10]1. Reactants: C1(=CC=CC=C1)OC (anisole), FC(C(=O)O)(F)F (trifluoroacetic acid), mixed acid anhydride, C(C1=CC=CC=C1)OC(=O)N[C@H](CC1=CC=CC2=CC=CC=C12)C(=O)O (N-benzyloxycarbonyl-3-(1-naphthyl)-D-alanine), [N+](=O)([O-])C1=C(C=CC(=C1)[N+](=O)[O-])N[C@@H](CC1=CNC=N1)C(=O)N[C@@H](CC(C)C)CO (2,4-dinitrophenyl-L-histidyl-L-leucinol), CN1CCOCC1 (N-methyl-morpholine). Run at temperature 0 celsius, time 1 hour. The product is mixed acid anhydride, C(C1=CC=CC=C1)OC(=O)N[C@H](CC1=CC=CC2=CC=CC=C12)C(=O)N[C@@H](CC1=CNC=N1)C(=O)N[C@@H](CC(C)C)CO (N-Benzyloxycarbonyl-3-(1-naphthyl)-D-alanyl-L-histidyl-L-leucinol). RXN SMILES: C(OC([NH:11][C@@H:12]([C:24]([OH:26])=O)[CH2:13][C:14]1[C:23]2[C:18](=[CH:19][CH:20]=[CH:21][CH:22]=2)[CH:17]=[CH:16][CH:15]=1)=O)C1C=CC=CC=1.[N+](C1C=C([N+]([O-])=O)C=CC=1[NH:39][C@H:40]([C:47]([NH:49][C@H:50]([CH2:55][OH:56])[CH2:51][CH:52]([CH3:54])[CH3:53])=[O:48])[CH2:41][C:42]1[N:46]=[CH:45][NH:44][CH:43]=1)([O-])=O.FC(F)(F)[C:59]([OH:61])=[O:60].[C:64]1(OC)[CH:69]=[CH:68][CH:67]=[CH:66][CH:65]=1.[CH3:72]N1CCOCC1>>[CH2:72]([O:61][C:59]([NH:11][C@@H:12]([C:24]([NH:39][C@H:40]([C:47]([NH:49][C@H:50]([CH2:55][OH:56])[CH2:51][CH:52]([CH3:53])[CH3:54])=[O:48])[CH2:41][C:42]1[N:46]=[CH:45][NH:44][CH:43]=1)=[O:26])[CH2:13][C:14]1[C:23]2[C:18](=[CH:19][CH:20]=[CH:21][CH:22]=2)[CH:17]=[CH:16][CH:15]=1)=[O:60])[C:64]1[CH:69]=[CH:68][CH:67]=[CH:66][CH:65]=1. Procedure details: A mixed acid anhydride was prepared in a conventional manner from 186 mg. (0.53 mmole) of N-benzyloxycarbonyl-3-(1-naphthyl)-D-alanine. Separately, 360 mg. (0.7 mmole) of N-t-butyroxycarbonyl-Nim -2,4-dinitrophenyl-L-histidyl-L-leucinol was treated with 6 ml. of trifluoroacetic acid in the presence of 80 mg. (0.7 mmole) of anisole at room temperature for 30 minutes. To the resulting mixture were added 100 ml. of diethyl ether, and the yellow powder thus precipitated was separated by filtration a... The reactants are C(=O)(C=1NC=CN1)C=1NC=CN1 (Carbonyl diimidazole), BrC=1C=C(C(=O)O)C=C(C1)C(=O)OC (3-Bromo-5-(methoxycarbonyl)benzoic acid), C(CC)NCCC (Dipropylamine). Solvent: C1CCOC1 (THF). Reaction conditions: time 0.5 hour. Yields the product ethyl acetate hexanes, BrC=1C=C(C(=O)OC)C=C(C1)C(=O)N(CCC)CCC (Methyl 3-bromo-5-[(dipropylamino)carbonyl]benzoate). Reaction SMILES: C(C1NC=CN=1)(C1NC=CN=1)=O.[Br:13][C:14]1[CH:15]=[C:16]([CH:20]=[C:21]([C:23]([O:25][CH3:26])=[O:24])[CH:22]=1)[C:17]([OH:19])=O.[CH2:27]([NH:30][CH2:31][CH2:32][CH3:33])[CH2:28][CH3:29]>C1COCC1>[Br:13][C:14]1[CH:22]=[C:21]([CH:20]=[C:16]([C:17]([N:30]([CH2:31][CH2:32][CH3:33])[CH2:27][CH2:28][CH3:29])=[O:19])[CH:15]=1)[C:23]([O:25][CH3:26])=[O:24]. Reported procedure: Carbonyl diimidazole (3.0 g, 18 mmol) is added to a solution of 3-bromo-5-(methoxycarbonyl)benzoic acid (XIX, PREPARATION 2, 3.9 g, 15 mmol) in THF (30 mL). The mixture is stirred for 0.5 hours. Dipropylamine (AMINE, 4.2 mL, 30 mmol) is added to the mixture, which is then stirred for 24 hours. The solvent is then removed under reduced pressure and the mixture is partitioned between ethyl acetate and water. The organic phase is then washed with saline, dried over anhydrous magnesium sulfate, filt... Starting materials: COC(CC1(OCC(C2=C1NC1=CC=CC=C21)N)CC)=O (4-amino-1-ethyl-1,3,4,9-tetrahydropyrano[3,4-b]indole-1-acetic acid methyl ester), O (H2O), C=O (paraformaldehyde). The solvent is C1CCOC1 (THF). Yields the product COC(CC1(OCC(C2=C1NC1=CC=CC=C21)O)CC)=O (1-Ethyl-4-hydroxy-1,3,4,9-tetrahydropyrano[3,4-b]indole-1-acetic Acid Methyl Ester). Isolated yield 66.4%. Reaction SMILES: [CH3:1][O:2][C:3](=[O:21])[CH2:4][C:5]1([CH2:19][CH3:20])[C:10]2[NH:11][C:12]3[C:17]([C:9]=2[CH:8](N)[CH2:7][O:6]1)=[CH:16][CH:15]=[CH:14][CH:13]=3.[OH2:22].C=O>C1COCC1>[CH3:1][O:2][C:3](=[O:21])[CH2:4][C:5]1([CH2:19][CH3:20])[C:10]2[NH:11][C:12]3[C:17]([C:9]=2[CH:8]([OH:22])[CH2:7][O:6]1)=[CH:16][CH:15]=[CH:14][CH:13]=3. Procedure: To a solution of 4-amino-1-ethyl-1,3,4,9-tetrahydropyrano[3,4-b]indole-1-acetic acid methyl ester (6 g, 0.020 mol) in 50 mL THF was added 50 mL of H2O and paraformaldehyde (5 g) and the solution was heated at reflux for 2 hours under nitrogen. It was then cooled, concentrated in vacuo, and diluted with ethyl acetate. The ethyl acetate layer was washed with saturated sodium bicarbonate solution, brine, dried and concentrated in vacuo. The residue was purified by flash chromatography eluting with ... Reactants: BrCC(C(=O)O)=O (3-bromo-2-oxopropanoic acid), BrC1=CC2=C(C(NCCO2)=N)C=C1 (8-bromo-3,4-dihydrobenzo[f][1,4]oxazepin-5(2H)-imine). The product is BrC1=CC2=C(C=3N(CCO2)C=C(N3)C(=O)O)C=C1 (9-bromo-5,6-dihydrobenzo[f]imidazo[1,2-d][1,4]oxazepine-2-carboxylic acid). Reaction SMILES: Br[CH2:2][C:3](=O)[C:4]([OH:6])=[O:5].[Br:8][C:9]1[CH:20]=[CH:19][C:12]2[C:13](=[NH:18])[NH:14][CH2:15][CH2:16][O:17][C:11]=2[CH:10]=1>>[Br:8][C:9]1[CH:20]=[CH:19][C:12]2[C:13]3[N:14]([CH:2]=[C:3]([C:4]([OH:6])=[O:5])[N:18]=3)[CH2:15][CH2:16][O:17][C:11]=2[CH:10]=1. Procedure details: Reaction of 3-bromo-2-oxopropanoic acid and 8-bromo-3,4-dihydrobenzo[f][1,4]oxazepin-5(2H)-imine 33 gives 28 (CAS Reg. No. 1282516-74-8). Starting materials: OCCNC1=NC=CC=C1[N+](=O)[O-] (2-(2-Hydroxyethylamino)-3-nitropyridine). Reagents/catalysts: [Pd] (palladium on charcoal). The solvent is C(C)O (ethanol). Yields the product OCCNC1=NC=CC=C1N (2-[2-Hydroxyethylamino]-3-aminopyridine). Isolated yield 56.4%. Reaction SMILES: [OH:1][CH2:2][CH2:3][NH:4][C:5]1[C:10]([N+:11]([O-])=O)=[CH:9][CH:8]=[CH:7][N:6]=1>C(O)C.[Pd]>[OH:1][CH2:2][CH2:3][NH:4][C:5]1[C:10]([NH2:11])=[CH:9][CH:8]=[CH:7][N:6]=1. Procedure: 2-(2-Hydroxyethylamino)-3-nitropyridine (8.9 g) was dissolved in ethanol (200 ml) and hydrogenated over 5% palladium on charcoal (400 mg) at 50 p.s.i. (3.45 bar) for 21/2 hours. The reaction mixture was filtered and the ethanol removed under reduced pressure, yielding the title compound (4.2 g, 56%) as a dark oil which was used without purification in 1(b) below. The reactants are CC1=C(C(CCC1)(C)C)/C=C/C(=C/C=C/C(=C/C=O)/C)/C (vitamin A aldehyde), P(O)(O)(O)=O (phosphoric acid), CC1=C(C(CCC1)(C)C)/C=C/C(=C/C=C/C(=C/C=O)/C)/C (vitamin A aldehyde), CC(C)=CC (2-methyl-2-butene), Cl(=O)[O-].[Na+] (sodium chlorite). Run in O1CCOCC1 (dioxane). Conditions: temperature 5 celsius, time 1.5 hour. The product is CC1=C(C(CCC1)(C)C)/C=C/C(=C/C=C/C(=C/C(=O)O)/C)/C (vitamin A acid). Isolated yield 55.9%. As a reaction SMILES: [CH3:1][C:2]1[CH2:7][CH2:6][CH2:5][C:4]([CH3:9])([CH3:8])[C:3]=1/[CH:10]=[CH:11]/[C:12](/[CH3:21])=[CH:13]/[CH:14]=[CH:15]/[C:16](/[CH3:20])=[CH:17]/[CH:18]=[O:19].CC(=CC)C.Cl([O-])=[O:28].[Na+].P(=O)(O)(O)O>O1CCOCC1>[CH3:1][C:2]1[CH2:7][CH2:6][CH2:5][C:4]([CH3:8])([CH3:9])[C:3]=1/[CH:10]=[CH:11]/[C:12](/[CH3:21])=[CH:13]/[CH:14]=[CH:15]/[C:16](/[CH3:20])=[CH:17]/[C:18]([OH:28])=[O:19] |f:2.3|. Procedure details: A 1-liter three-necked flask was charged under an atmosphere of nitrogen with 54.9 g of vitamin A aldehyde (69.1% purity, 133.6 mmoles, ratio of all trans form: 98.5%), 250 g of 2-methyl-2-butene, 100 ml of dioxane and 53.2 g of a 25% aqueous sodium chlorite solution. The mixture was mechanically stirred vigorously and, while the internal temperature was maintained at 5° C., 170 g of a 8.5% aqueous phosphoric acid solution was added thereto dropwise over 1.5 hours. After completion of the additi... Reactants: C1CCOC1, CC(C)C[Al+]CC(C)C, CCOC(=O)C=Cc1cccc(C(F)(F)F)c1, [H-], O. Yields the product OCC=Cc1cccc(C(F)(F)F)c1. Reaction SMILES: [CH2:29]1[O:30][CH2:31][CH2:32][CH2:33]1.[CH2:2]([Al+:3][CH2:4][CH:5]([CH3:6])[CH3:7])[CH:8]([CH3:9])[CH3:10].[F:11][C:12]([c:13]1[cH:14][c:15]([CH:16]=[CH:17][C:18](=[O:19])[O:20][CH2:21][CH3:22])[cH:23][cH:24][cH:25]1)([F:26])[F:27].[H-:1].[OH2:28]>>[F:11][C:12]([c:13]1[cH:14][c:15]([CH:16]=[CH:17][CH2:18][OH:19])[cH:23][cH:24][cH:25]1)([F:26])[F:27].